From a dataset of the Open Reaction Database (ORD), a public repository of structured organic reaction records. describe an organic reaction: reactants, conditions, products, and yield Starting materials: C(C)OCC (diethyl ether), C(C)(=O)OCC (ethyl acetate), [H-].[Al+3].[Li+].[H-].[H-].[H-] (lithium aluminum hydride), CC(CC(=O)O)CC\C=C(\CC\C=C(\CCC=C(C)C)/C)/C ((E, E)-3,7,11,15-Tetramethyl-6,10,14-hexadecatrienoic acid). Run in O (water). Conditions: temperature 10 celsius. The product is CC(CCO)CC\C=C(\CC\C=C(\CCC=C(C)C)/C)/C ((E, E)-3,7,11,15-Tetramethyl-6,10,14-hexadecatrien-1-ol). As a reaction SMILES: C(OCC)C.[H-].[Al+3].[Li+].[H-].[H-].[H-].[CH3:12][CH:13]([CH2:18][CH2:19]/[CH:20]=[C:21](\[CH3:33])/[CH2:22][CH2:23]/[CH:24]=[C:25](\[CH3:32])/[CH2:26][CH2:27][CH:28]=[C:29]([CH3:31])[CH3:30])[CH2:14][C:15](O)=[O:16].C(OCC)(=O)C>O>[CH3:12][CH:13]([CH2:18][CH2:19]/[CH:20]=[C:21](\[CH3:33])/[CH2:22][CH2:23]/[CH:24]=[C:25](\[CH3:32])/[CH2:26][CH2:27][CH:28]=[C:29]([CH3:31])[CH3:30])[CH2:14][CH2:15][OH:16] |f:1.2.3.4.5.6|. Reported procedure: To 150 ml. of anhydrous diethyl ether there was added 1.9 g. of lithium aluminum hydride. To the mixture was dropwise added, under stirring and at 10° C., 1.53 g. of the carboxylic acid compound obtained in Example 1. The resulting mixture was then stirred at room temperature for 1 hour, and 1 ml. of ethyl acetate and 1 ml. of water were then added thereto. The mixture was subsequently washed with water and dried. The solvent was removed by evaporation and the resulting residual oil was purified...